This data is from the Open Reaction Database (ORD), a public repository of structured organic reaction records. The task is: describe an organic reaction: reactants, conditions, products, and yield Starting materials: FC=1C=C(C=C(C1)F)S(=O)(=O)Cl (3,5-difluorobenzene sulfonyl chloride), NC=1C(=NC(=CC1)OC1=CC=C(C=C1)C#N)OC1=CC=C(C=C1)C#N (3-amino-2,6-bis(4-cyano phenoxy)pyridine). Product: C(#N)C1=CC=C(OC2=NC(=CC=C2NS(=O)(=O)C2=CC(=CC(=C2)F)F)OC2=CC=C(C=C2)C#N)C=C1 (N-[2,6-Bis-(4-cyano-phenoxy)-pyridin-3-yl]-3,5-difluoro-benzenesulfonamide). Yield: 75.9%. Reaction SMILES: [F:1][C:2]1[CH:3]=[C:4]([S:9](Cl)(=[O:11])=[O:10])[CH:5]=[C:6]([F:8])[CH:7]=1.[NH2:13][C:14]1[C:15]([O:29][C:30]2[CH:35]=[CH:34][C:33]([C:36]#[N:37])=[CH:32][CH:31]=2)=[N:16][C:17]([O:20][C:21]2[CH:26]=[CH:25][C:24]([C:27]#[N:28])=[CH:23][CH:22]=2)=[CH:18][CH:19]=1>>[C:36]([C:33]1[CH:34]=[CH:35][C:30]([O:29][C:15]2[C:14]([NH:13][S:9]([C:4]3[CH:3]=[C:2]([F:1])[CH:7]=[C:6]([F:8])[CH:5]=3)(=[O:11])=[O:10])=[CH:19][CH:18]=[C:17]([O:20][C:21]3[CH:26]=[CH:25][C:24]([C:27]#[N:28])=[CH:23][CH:22]=3)[N:16]=2)=[CH:31][CH:32]=1)#[N:37]. Procedure details: 3,5-difluorobenzene sulfonyl chloride (0.5 g, 2.35 mmol) was added to a stirred solution of 3-amino-2,6-bis(4-cyano phenoxy)pyridine (0.77 g, 2.35 mmol) using the reagents and reaction conditions described in Example 1(c) to afford 0.9 g of the required product. 1H NMR (DMSO-d6): δ 6.82 (1H, d), 6.95 (1H, d), 7.11 (2H, d), 7.24 (3H, m), 7.34 (2H, d), 7.80 (7H, m).